This data is from the Open Reaction Database (ORD), a public repository of structured organic reaction records. The task is: describe an organic reaction: reactants, conditions, products, and yield The reactants are NC=1SC(=NN1)S (2-amino-5-mercapto-1,3,4-thiadiazole), [OH-].[Na+] (sodium hydroxide), BrCCCCCC (1-bromohexane). The solvent is C(C)O (ethanol), O (water), O (water). Reaction conditions: time 2 hour. Yields the product NC=1SC(=NN1)SCCCCCC (2-amino-5-hexylthio-1,3,4-thiadiazole). The yield is 77.1%. As a reaction SMILES: [NH2:1][C:2]1[S:3][C:4]([SH:7])=[N:5][N:6]=1.[OH-].[Na+].Br[CH2:11][CH2:12][CH2:13][CH2:14][CH2:15][CH3:16]>C(O)C.O>[NH2:1][C:2]1[S:3][C:4]([S:7][CH2:11][CH2:12][CH2:13][CH2:14][CH2:15][CH3:16])=[N:5][N:6]=1 |f:1.2|. Reported procedure: In 190 ml of ethanol and 240 ml of water, 81.5 g of 2-amino-5-mercapto-1,3,4-thiadiazole and 26.9 g of sodium hydroxide were added. To this solution, 99 g of 1-bromohexane was added and the resulting mixture was warmed to 60°~70° C. and stirred for 2 hours. After cooling, water was added to the reaction mixture, and the resulting solution was filtered. The residue was washed with water and dried under reduced pressure. The dried residue was recrystallized from an ethanol/hexane mixture, and thus... Reactants: NC=1C(=CC=CC1)C (2-Toluidine), C(CC)N=C=O (propyl isocyanate). Solvent: C1(=CC=CC=C1)C (toluene). Run at time 6 hour. The product is CC1=C(C=CC=C1)NC(=O)NCCC (1-(2-Methylphenyl)-3-propylurea). The yield is 64.1%. RXN SMILES: [NH2:1][C:2]1[C:3]([CH3:8])=[CH:4][CH:5]=[CH:6][CH:7]=1.[CH2:9]([N:12]=[C:13]=[O:14])[CH2:10][CH3:11]>C1(C)C=CC=CC=1>[CH3:8][C:3]1[CH:4]=[CH:5][CH:6]=[CH:7][C:2]=1[NH:1][C:13]([NH:12][CH2:9][CH2:10][CH3:11])=[O:14]. Procedure details: 2-Toluidine (32.1 g) was dissolved in toluene (500 ml) and propyl isocyanate (25.2 g) was added in one portion with stirring. The mixture was stirred for 1 h and then allowed to stand at room temperature for 6 h. The solid was collected by filtration and washed with toluene to provide the title compound (36.5 g). Reported procedure: Following the procedure of Example 53, Step 4 using the benzil from Step 2 (2.8 g, 9.6 mmol) and sodium methylsulfinate (1.25 g, 12 mmol) in dimethylformamide (25 ml), there was obtained 2.3 g (70%) of the desired product: mp 163-166° C. Anal. Calc'd. for C16H13ClO5S (MW 352.79): C, 54.47; H, 3.71; S, 9.09. Found: C, 54.11; H, 3.52; S, 9.30. As a reaction SMILES: F[C:2]1[CH:7]=[CH:6][C:5]([C:8]2[C:9]([C:27]3[CH:32]=[CH:31][CH:30]=[CH:29][CH:28]=3)=[C:10]([C:14]([C:16]([C:18]3[CH:23]=[CH:22][C:21]([O:24][CH3:25])=[C:20]([Cl:26])[CH:19]=3)=[O:17])=[O:15])[CH:11]=[CH:12][CH:13]=2)=[CH:4][CH:3]=1.[CH3:33][S:34]([O-:36])=[O:35].[Na+]>CN(C)C=O>[CH3:33][S:34]([C:2]1[CH:7]=[CH:6][C:5]([C:8]2[C:9]([C:27]3[CH:32]=[CH:31][CH:30]=[CH:29][CH:28]=3)=[C:10]([C:14]([C:16]([C:18]3[CH:23]=[CH:22][C:21]([O:24][CH3:25])=[C:20]([Cl:26])[CH:19]=3)=[O:17])=[O:15])[CH:11]=[CH:12][CH:13]=2)=[CH:4][CH:3]=1)(=[O:36])=[O:35] |f:1.2|. Solvent: CN(C=O)C (dimethylformamide). The yield is 47.4%. The product is CS(=O)(=O)C1=CC=C(C=C1)C=1C(=C(C=CC1)C(=O)C(=O)C1=CC(=C(C=C1)OC)Cl)C1=CC=CC=C1 (4-Methylsulfonylphenyl-3′-chloro-4′-methoxyphenyl Benzil). Reactants: FC1=CC=C(C=C1)C=1C(=C(C=CC1)C(=O)C(=O)C1=CC(=C(C=C1)OC)Cl)C1=CC=CC=C1 (4-Fluorophenyl-3′-chloro-4′-methoxyphenyl Benzil), CS(=O)[O-].[Na+] (sodium methylsulfinate). Starting materials: CC(=O)OI1(OC(C)=O)(OC(C)=O)OC(=O)c2ccccc21, ClCCl, O=C(Nc1cccc(C(F)(F)F)c1)n1ccc2cc(Oc3cc(CO)ncn3)ccc21. Yields the product O=Cc1cc(Oc2ccc3c(ccn3C(=O)Nc3cccc(C(F)(F)F)c3)c2)ncn1. Reaction SMILES: [CH3:32][C:33]([O:34][I:35]1([O:45][C:46]([CH3:47])=[O:48])([O:49][C:50]([CH3:51])=[O:52])[c:36]2[c:37]([cH:38][cH:39][cH:40][cH:41]2)[C:42](=[O:43])[O:44]1)=[O:53].[Cl:54][CH2:55][Cl:56].[F:1][C:2]([c:3]1[cH:4][c:5]([NH:9][C:10](=[O:11])[n:12]2[cH:13][cH:14][c:15]3[cH:16][c:17]([O:21][c:22]4[n:23][cH:24][n:25][c:26]([CH2:28][OH:29])[cH:27]4)[cH:18][cH:19][c:20]23)[cH:6][cH:7][cH:8]1)([F:30])[F:31]>>[F:1][C:2]([c:3]1[cH:4][c:5]([NH:9][C:10](=[O:11])[n:12]2[cH:13][cH:14][c:15]3[cH:16][c:17]([O:21][c:22]4[n:23][cH:24][n:25][c:26]([CH:28]=[O:29])[cH:27]4)[cH:18][cH:19][c:20]23)[cH:6][cH:7][cH:8]1)([F:30])[F:31]. Starting materials: O=C[C@H](O)[C@@H](O)[C@H](O)[C@H](O)CO (glucose), CC1=C(SC=[N+]1CC=2C=NC(=NC2N)C)CCO (thiamine), [O-]S(=O)(=O)[O-].[Mg+2] (MgSO4), O=C[C@H](O)[C@@H](O)[C@H](O)[C@H](O)CO (Glucose), C(=O)([O-])[O-].[Ca+2] (CaCO3), C(=O)([O-])[O-].[Ca+2] (CaCO3), S(=O)(=O)([O-])[O-].[NH4+].[NH4+] (ammonium sulfate), OP(=O)(O)[O-].[K+] (KH2PO4), N[C@@H]([C@@H](C)CC)C(=O)O (L-isoleucine). Procedure: Both strains, VL334thrC+ and VL334thrC+-ΔglgC, can be grown for 18-24 hours at 37° C. on L-agar plates. Then, one loop of the cells can be transferred into test tubes containing 2 ml of a fermentation medium. The fermentation medium (pH 7.2) should contain glucose (60 g/l), ammonium sulfate (25 g/l), KH2PO4 (2 g/l), MgSO4 (1 g/l), thiamine (0.1 mg/ml), L-isoleucine (70 μg/ml), and CaCO3 (25 g/l). Glucose and CaCO3 should be sterilized separately. Cultivation can be carried out at 30° C. for 3 da... Run at time 21 hour. Product: N[C@@H](CCC(=O)O)C(=O)O (L-glutamic acid). Reaction SMILES: O=C[C@@H]([C@H]([C@@H]([C@@H](CO)O)O)O)O.S([O-])([O-])(=O)=O.[NH4+].[NH4+].OP([O-])(O)=O.[K+].[O-]S([O-])(=O)=O.[Mg+2].CC1[N+](CC2C=NC(C)=NC=2N)=CSC=1CCO.[NH2:50][C@H:51]([C:56]([OH:58])=[O:57])[C@H:52](CC)[CH3:53].[C:59]([O-:62])([O-:61])=O.[Ca+2]>>[NH2:50][C@H:51]([C:56]([OH:58])=[O:57])[CH2:52][CH2:53][C:59]([OH:62])=[O:61] |f:1.2.3,4.5,6.7,10.11|.